This data is from the Open Reaction Database (ORD), a public repository of structured organic reaction records. The task is: describe an organic reaction: reactants, conditions, products, and yield Reactants: N1N=CN=C1 (1H-1,2,4-Triazole), BrC(C(C(C)(C)OC)=O)OC1=C(C=C(C=C1)Cl)Cl (1-bromo-1-(2,4-dichlorophenoxy)-3-methoxy-3-methyl-2-butanone), N12CCCN=CC2CCCC1 (1,5-diazabicyclo[5.4.0]-undec-5-ene). Run in CC(=O)C (acetone). Run at temperature 0 celsius, time 30 minute. Yields the product ClC1=C(OC(C(C(C)(C)OC)=O)N2N=CN=C2)C=CC(=C1)Cl (1-(2,4-dichlorophenoxy)-1-(1H- 1,2,4-triazol-1-yl)-3-methoxy-3-methyl-2-butanone). Isolated yield 63.8%. RXN SMILES: [NH:1]1[CH:5]=[N:4][CH:3]=[N:2]1.Br[CH:7]([O:15][C:16]1[CH:21]=[CH:20][C:19]([Cl:22])=[CH:18][C:17]=1[Cl:23])[C:8](=[O:14])[C:9]([O:12][CH3:13])([CH3:11])[CH3:10].N12CCCCC1C=NCCC2>CC(C)=O>[Cl:23][C:17]1[CH:18]=[C:19]([Cl:22])[CH:20]=[CH:21][C:16]=1[O:15][CH:7]([N:1]1[CH:5]=[N:4][CH:3]=[N:2]1)[C:8](=[O:14])[C:9]([O:12][CH3:13])([CH3:11])[CH3:10]. Reported procedure: 1H-1,2,4-Triazole (2.83 g, 0.041 mole) was added to a stirred solution of 14.6 g (0.041 mole) of 1-bromo-1-(2,4-dichlorophenoxy)-3-methoxy-3-methyl-2-butanone in 100 ml. of acetone at -10° C. To the resulting mixture, 6.09 g (0.041 mole) of 1,5-diazabicyclo[5.4.0]-undec-5-ene was added at a rate to maintain the temperature of the mixture below -5° C. After the addition was complete, the mixture was stirred an additional 30 minutes at 0° C. Then the solvent was evaporated off, the residue taken u...